From a dataset of the Open Reaction Database (ORD), a public repository of structured organic reaction records. describe an organic reaction: reactants, conditions, products, and yield The reactants are COC=1C=C(C(=O)Cl)C=CC1 (3-methoxybenzoyl chloride), BrC1=C(C(=O)O)C=C(C=C1)OC (2-bromo-5-methoxybenzoic acid), halogen-lithium. Product: COC=1C=CC(=C(C(=O)O)C1)C(C1=CC(=CC=C1)OC)=O (5-methoxy-2-(3-methoxybenzoyl)benzoic acid). Reaction SMILES: [CH3:1][O:2][C:3]1[CH:4]=[C:5]([CH:9]=[CH:10][CH:11]=1)[C:6](Cl)=[O:7].Br[C:13]1[CH:21]=[CH:20][C:19]([O:22][CH3:23])=[CH:18][C:14]=1[C:15]([OH:17])=[O:16]>>[CH3:23][O:22][C:19]1[CH:20]=[CH:21][C:13]([C:6](=[O:7])[C:5]2[CH:9]=[CH:10][CH:11]=[C:3]([O:2][CH3:1])[CH:4]=2)=[C:14]([CH:18]=1)[C:15]([OH:17])=[O:16]. Procedure details: This compound is obtained according to the procedure described in 1.1. by reacting 3-methoxybenzoyl chloride and 2-bromo-5-methoxybenzoic acid after halogen-lithium exchange. It is used in crude form in the following reaction.